From a dataset of the Open Reaction Database (ORD), a public repository of structured organic reaction records. describe an organic reaction: reactants, conditions, products, and yield The reactants are CCOCCCOc1ccc(OB([O-])[O-])cc1Cl, CN(Cc1ccc(NC(=O)C2=Cc3cc(Br)ccc3S(=O)(=O)CC2)cc1)C1CCOCC1, O=C([O-])[O-], CCO, Cc1ccccc1, [K+], [K+], O. The product is CCOCCCOc1ccc(-c2ccc3c(c2)C=C(C(=O)Nc2ccc(CN(C)C4CCOCC4)cc2)CCS3(=O)=O)cc1Cl. Reaction SMILES: [B:4]([O-:5])([O-:20])[O:21][c:6]1[cH:7][c:8]([Cl:19])[c:9]([O:12][CH2:13][CH2:14][CH2:15][O:16][CH2:17][CH3:18])[cH:10][cH:11]1.[Br:22][c:23]1[cH:24][cH:25][c:26]2[c:27]([cH:53]1)[CH:28]=[C:29]([C:35](=[O:36])[NH:37][c:38]1[cH:39][cH:40][c:41]([CH2:44][N:45]([CH:46]3[CH2:47][CH2:48][O:49][CH2:50][CH2:51]3)[CH3:52])[cH:42][cH:43]1)[CH2:30][CH2:31][S:32]2(=[O:33])=[O:34].[C:54](=[O:55])([O-:56])[O-:57].[CH3:1][CH2:2][OH:3].[CH3:60][c:61]1[cH:62][cH:63][cH:64][cH:65][cH:66]1.[K+:58].[K+:59].[OH2:67]>>[c:6]1(-[c:23]2[cH:24][cH:25][c:26]3[c:27]([cH:53]2)[CH:28]=[C:29]([C:35](=[O:36])[NH:37][c:38]2[cH:39][cH:40][c:41]([CH2:44][N:45]([CH:46]4[CH2:47][CH2:48][O:49][CH2:50][CH2:51]4)[CH3:52])[cH:42][cH:43]2)[CH2:30][CH2:31][S:32]3(=[O:33])=[O:34])[cH:7][c:8]([Cl:19])[c:9]([O:12][CH2:13][CH2:14][CH2:15][O:16][CH2:17][CH3:18])[cH:10][cH:11]1. The reactants are solution, CC(C)([O-])C.[K+] (potassium tert-butoxide), O1CCCC1 (tetrahydrofuran), ClCC(=O)N(CC)CC (2-chlor-N,N-diethylacetamide), ClC1=CC=C2C(=C(NC2=C1)C(=O)OCC)NC1=CC=NC=C1 (ethyl 6-chloro-3-(4-pyridinylamino)indole-2-carboxylate). Solvent: CN(C=O)C (dimethylformamide). Reaction conditions: temperature 0 celsius. The product is C(C)OC(=O)C=1N(C2=CC(=CC=C2C1NC1=CC=NC=C1)Cl)CC(N(CC)CC)=O (6-Chloro-1-diethylcarbamoylmethyl-3-(pyridin-4-ylamino)-1H-indole-2-carboxylic acid ethyl ester). The yield is 14.8%. As a reaction SMILES: [Cl:1][C:2]1[CH:10]=[C:9]2[C:5]([C:6]([NH:16][C:17]3[CH:22]=[CH:21][N:20]=[CH:19][CH:18]=3)=[C:7]([C:11]([O:13][CH2:14][CH3:15])=[O:12])[NH:8]2)=[CH:4][CH:3]=1.CC(C)([O-])C.[K+].O1CCCC1.Cl[CH2:35][C:36]([N:38]([CH2:41][CH3:42])[CH2:39][CH3:40])=[O:37]>CN(C)C=O>[CH2:14]([O:13][C:11]([C:7]1[N:8]([CH2:35][C:36](=[O:37])[N:38]([CH2:41][CH3:42])[CH2:39][CH3:40])[C:9]2[C:5]([C:6]=1[NH:16][C:17]1[CH:18]=[CH:19][N:20]=[CH:21][CH:22]=1)=[CH:4][CH:3]=[C:2]([Cl:1])[CH:10]=2)=[O:12])[CH3:15] |f:1.2|. Procedure details: Under nitrogen, stir and cool to 0° C. a mixture of ethyl 6-chloro-3-(4-pyridinylamino)indole-2-carboxylate (0.50 g, 1.58 mmol) in dimethylformamide (5 mL). Add a 1M solution of potassium tert-butoxide in tetrahydrofuran (1.7 mL, 1.7 mmol) over a 2 min period, and stir for 10 min. Add 2-chlor-N,N-diethylacetamide (0.22 mL, 1.6 mmol) in one portion and stir at ambient temperature overnight. Quench the reaction into water (35 mL), and extract the aqueous mixture with ethyl acetate (2×20 mL). Combi... Starting materials: O1COC2=C1C=CC(=C2)CN2C(C1=CC=C(C=C1C(=C2C(=O)O)C2=CC=CC=C2)Br)=O (2-(Benzo[1,3]dioxol-5-ylmethyl)-6-bromo-1-oxo-4-phenyl-1,2-dihydroisoquinoline-3-carboxylic acid), C(C(=O)Cl)(=O)Cl (oxalyl chloride). Reagents/catalysts: CN(C)C=O (DMF). The solvent is C1CCOC1 (THF). Yields the product O1COC2=C1C=CC(=C2)CN2C(C1=CC=C(C=C1C(=C2C(=O)Cl)C2=CC=CC=C2)Br)=O (2-(benzo[1,3]dioxol-5-ylmethyl)-6-bromo-1-oxo-4-phenyl-1,2-dihydroisoquinoline-3-carbonyl chloride). As a reaction SMILES: [O:1]1[C:5]2[CH:6]=[CH:7][C:8]([CH2:10][N:11]3[C:20]([C:21](O)=[O:22])=[C:19]([C:24]4[CH:29]=[CH:28][CH:27]=[CH:26][CH:25]=4)[C:18]4[C:13](=[CH:14][CH:15]=[C:16]([Br:30])[CH:17]=4)[C:12]3=[O:31])=[CH:9][C:4]=2[O:3][CH2:2]1.C(Cl)(=O)C([Cl:35])=O>C1COCC1.CN(C=O)C>[O:1]1[C:5]2[CH:6]=[CH:7][C:8]([CH2:10][N:11]3[C:20]([C:21]([Cl:35])=[O:22])=[C:19]([C:24]4[CH:29]=[CH:28][CH:27]=[CH:26][CH:25]=4)[C:18]4[C:13](=[CH:14][CH:15]=[C:16]([Br:30])[CH:17]=4)[C:12]3=[O:31])=[CH:9][C:4]=2[O:3][CH2:2]1. Reported procedure: 2-(Benzo[1,3]dioxol-5-ylmethyl)-6-bromo-1-oxo-4-phenyl-1,2-dihydroisoquinoline-3-carboxylic acid (200 mg) was dissolved in THF (6.0 ml) and oxalyl chloride (71 μl) and DMF (1 drop) were added at 0° C. with stirring, and the mixture was stirred at room temperature for 2 hrs. and concentrated under reduced pressure. Toluene was added to the residue and they were boiled together several times and dried to give 2-(benzo[1,3]dioxol-5-ylmethyl)-6-bromo-1-oxo-4-phenyl-1,2-dihydroisoquinoline-3-carbonyl... The reactants are Pd-118, [OH-].[Na+] (sodium hydroxide), BrC=1C=C(CCOCCC(=O)O)C=CC1 (3-(3-bromophenethoxy)propanoic acid), CN1N=CC(=C1)B1OC(C(O1)(C)C)(C)C (1-methyl-4-(4,4,5,5-tetramethyl-1,3,2-dioxaborolan-2-yl)-1H-pyrazole). Solvent: CC1OCCC1 (2-Methyltetrahydrofuran), O (water), CC1OCCC1 (2-methyltetrahydrofuran), CC1OCCC1 (2-methyltetrahydrofuran). Conditions: temperature 20 celsius. Yields the product CN1N=CC(=C1)C=1C=C(CCOCCC(=O)O)C=CC1 (3-(3-(1-Methyl-1H-pyrazol-4-yl)phenethoxy)propanoic acid). Yield: 5.9%. RXN SMILES: [OH-].[Na+].[CH3:3][N:4]1[CH:8]=[C:7](B2OC(C)(C)C(C)(C)O2)[CH:6]=[N:5]1.Br[C:19]1[CH:20]=[C:21]([CH:30]=[CH:31][CH:32]=1)[CH2:22][CH2:23][O:24][CH2:25][CH2:26][C:27]([OH:29])=[O:28]>O.CC1CCCO1>[CH3:3][N:4]1[CH:8]=[C:7]([C:19]2[CH:20]=[C:21]([CH:30]=[CH:31][CH:32]=2)[CH2:22][CH2:23][O:24][CH2:25][CH2:26][C:27]([OH:29])=[O:28])[CH:6]=[N:5]1 |f:0.1|. Procedure: 2-Methyltetrahydrofuran (142.1 mL) was added to Pd-118 (4.52 g) to give a red solution. To this solution was added a solution of sodium hydroxide (41.6 g) in water (473.5 mL), followed by a solution of 1-methyl-4-(4,4,5,5-tetramethyl-1,3,2-dioxaborolan-2-yl)-1H-pyrazole (81.81 g) in 2-methyltetrahydrofuran (142.1 mL), followed by the solution of 3-(3-bromophenethoxy)propanoic acid (94.7 g, prepared as in Preparation 3, Step (ii)) in 2-methyltetrahydrofuran (585 mL solution volume). The mixture w... Reactants: COc1ccc(Br)c(CO[Si](C)(C)C(C)(C)C)c1, CCCCC([Sn])=C(CCCC)CCCC, Cc1ccccc1, c1ccc(P(c2ccccc2)(c2ccccc2)[Pd](P(c2ccccc2)(c2ccccc2)c2ccccc2)(P(c2ccccc2)(c2ccccc2)c2ccccc2)P(c2ccccc2)(c2ccccc2)c2ccccc2)cc1. Product: C=Cc1ccc(OC)cc1CO[Si](C)(C)C(C)(C)C. Reaction SMILES: [Br:1][c:2]1[c:3]([CH2:4][O:5][Si:6]([CH3:7])([CH3:8])[C:9]([CH3:10])([CH3:11])[CH3:12])[cH:13][c:14]([O:17][CH3:18])[cH:15][cH:16]1.[CH2:19]([CH2:20][CH2:32][CH3:33])[C:21]([Sn:22])=[C:23]([CH2:24][CH2:25][CH2:26][CH3:27])[CH2:28][CH2:29][CH2:30][CH3:31].[CH3:34][c:35]1[cH:36][cH:37][cH:38][cH:39][cH:40]1.[cH:41]1[cH:42][cH:43][c:44]([P:45]([Pd:46]([P:47]([c:48]2[cH:49][cH:50][cH:51][cH:52][cH:53]2)([c:54]2[cH:55][cH:56][cH:57][cH:58][cH:59]2)[c:60]2[cH:61][cH:62][cH:63][cH:64][cH:65]2)([P:66]([c:67]2[cH:68][cH:69][cH:70][cH:71][cH:72]2)([c:73]2[cH:74][cH:75][cH:76][cH:77][cH:78]2)[c:79]2[cH:80][cH:81][cH:82][cH:83][cH:84]2)[P:85]([c:86]2[cH:87][cH:88][cH:89][cH:90][cH:91]2)([c:92]2[cH:93][cH:94][cH:95][cH:96][cH:97]2)[c:98]2[cH:99][cH:100][cH:101][cH:102][cH:103]2)([c:104]2[cH:105][cH:106][cH:107][cH:108][cH:109]2)[c:110]2[cH:111][cH:112][cH:113][cH:114][cH:115]2)[cH:116][cH:117]1>>[c:2]1([CH:19]=[CH2:20])[c:3]([CH2:4][O:5][Si:6]([CH3:7])([CH3:8])[C:9]([CH3:10])([CH3:11])[CH3:12])[cH:13][c:14]([O:17][CH3:18])[cH:15][cH:16]1. Reactants: Cl, NO, CCOC(=O)CC1CN(c2ccccc2)C(=O)C1=O, c1ccncc1. Yields the product CCOC(=O)CC1CN(c2ccccc2)C(=O)C1=NO. Reaction SMILES: [ClH:20].[NH2:21][OH:22].[O:1]=[C:2]1[CH:3]([CH2:14][C:15](=[O:16])[O:17][CH2:18][CH3:19])[CH2:4][N:5]([c:8]2[cH:9][cH:10][cH:11][cH:12][cH:13]2)[C:6]1=[O:7].[cH:23]1[cH:24][cH:25][n:26][cH:27][cH:28]1>>[C:2]1(=[N:21][OH:22])[CH:3]([CH2:14][C:15](=[O:16])[O:17][CH2:18][CH3:19])[CH2:4][N:5]([c:8]2[cH:9][cH:10][cH:11][cH:12][cH:13]2)[C:6]1=[O:7].